From a dataset of the Open Reaction Database (ORD), a public repository of structured organic reaction records. describe an organic reaction: reactants, conditions, products, and yield Starting materials: N1=C(C=CC=C1)CCN1CCN(CC1)C1=CC=CC=2C=C(OC21)C(=O)[O-].[Li+] (lithium 7-(4-(2-(pyridin-2-yl)ethyl)piperazin-1-yl)benzofuran-2-carboxylate), NC1CCN(CC1)C(C)=O (1-(4-amino-piperidin-1-yl)-ethanone). The product is C(C)(=O)N1CCC(CC1)NC(=O)C=1OC2=C(C1)C=CC=C2N2CCN(CC2)CCC2=NC=CC=C2 (N-(1-Acetylpiperidin-4-yl)-7-(4-(2-(pyridin-2-yl)ethyl)piperazin-1-yl)benzofuran-2-carboxamide). As a reaction SMILES: [N:1]1[CH:6]=[CH:5][CH:4]=[CH:3][C:2]=1[CH2:7][CH2:8][N:9]1[CH2:14][CH2:13][N:12]([C:15]2[C:23]3[O:22][C:21]([C:24]([O-])=[O:25])=[CH:20][C:19]=3[CH:18]=[CH:17][CH:16]=2)[CH2:11][CH2:10]1.[Li+].[NH2:28][CH:29]1[CH2:34][CH2:33][N:32]([C:35](=[O:37])[CH3:36])[CH2:31][CH2:30]1>>[C:35]([N:32]1[CH2:33][CH2:34][CH:29]([NH:28][C:24]([C:21]2[O:22][C:23]3[C:15]([N:12]4[CH2:13][CH2:14][N:9]([CH2:8][CH2:7][C:2]5[CH:3]=[CH:4][CH:5]=[CH:6][N:1]=5)[CH2:10][CH2:11]4)=[CH:16][CH:17]=[CH:18][C:19]=3[CH:20]=2)=[O:25])[CH2:30][CH2:31]1)(=[O:37])[CH3:36] |f:0.1|. Procedure: The compound was prepared according to the procedure disclosed in Example 1 starting from lithium 7-(4-(2-(pyridin-2-yl)ethyl)piperazin-1-yl)benzofuran-2-carboxylate (60 mg, 0.16 mmol) and 1-(4-amino-piperidin-1-yl)-ethanone (27 mg, 0.19 mmol). Yield: 39 mg (47%). Reactants: C(#N)C=1C=C(C(=NC1)C(=O)NC1=CC=C(C(=N1)[C@]1(N=C(O[C@@H](C1)C(F)(F)F)NC(OC(C)(C)C)=O)C)F)C (tert-butyl ((4S,6S)-4-(6-(5-cyano-3-methylpicolinamido)-3-fluoropyridin-2-yl)-4-methyl-6-(trifluoromethyl)-5,6-dihydro-4H-1,3-oxazin-2-yl)carbamate), FC(C(=O)O)(F)F (trifluoroacetic acid). Run in C(=O)([O-])[O-].[Na+].[Na+] (Na2CO3), C(Cl)Cl (DCM). Reaction conditions: time 30 minute. Product: NC=1O[C@@H](C[C@@](N1)(C)C1=C(C=CC(=N1)NC(C1=NC=C(C=C1C)C#N)=O)F)C(F)(F)F (N-(6-((4S,6S)-2-amino-4-methyl-6-(trifluoromethyl)-5,6-dihydro-4H-1,3-oxazin-4-yl)-5-fluoropyridin-2-yl)-5-cyano-3-methylpicolinamide), solid. Yield: 95.0%. RXN SMILES: [C:1]([C:3]1[CH:4]=[C:5]([CH3:38])[C:6]([C:9]([NH:11][C:12]2[N:17]=[C:16]([C@:18]3([CH3:36])[CH2:23][C@@H:22]([C:24]([F:27])([F:26])[F:25])[O:21][C:20]([NH:28]C(=O)OC(C)(C)C)=[N:19]3)[C:15]([F:37])=[CH:14][CH:13]=2)=[O:10])=[N:7][CH:8]=1)#[N:2].FC(F)(F)C(O)=O>C(Cl)Cl.C([O-])([O-])=O.[Na+].[Na+]>[NH2:28][C:20]1[O:21][C@H:22]([C:24]([F:25])([F:27])[F:26])[CH2:23][C@:18]([C:16]2[N:17]=[C:12]([NH:11][C:9](=[O:10])[C:6]3[C:5]([CH3:38])=[CH:4][C:3]([C:1]#[N:2])=[CH:8][N:7]=3)[CH:13]=[CH:14][C:15]=2[F:37])([CH3:36])[N:19]=1 |f:3.4.5|. Procedure: A solution of tert-butyl ((4S,6S)-4-(6-(5-cyano-3-methylpicolinamido)-3-fluoropyridin-2-yl)-4-methyl-6-(trifluoromethyl)-5,6-dihydro-4H-1,3-oxazin-2-yl)carbamate (9a, 0.052 g, 0.097 mmol) in DCM (1.5 mL) was treated with trifluoroacetic acid (0.747 mL, 9.69 mmol) and stirred at room temperature for 30 min. The reaction mixture was diluted with aqueous saturated Na2CO3 and extracted with DCM. The organic extract was washed with brine and dried over Na2SO4. The solution was concentrated under redu... Reactants: ice, N (ammonia), S(=O)(=O)([O-])OOS(=O)(=O)[O-].[NH4+].[NH4+] (Ammonium persulphate), C(#N)CCCC(=O)O (4-cyanobutyric acid), CN(C)CC1=CC=NC=C1 (4-dimethylaminomethylpyridine), S(O)(O)(=O)=O (sulphuric acid). Reagents/catalysts: [N+](=O)([O-])[O-].[Ag+] (silver nitrate). The solvent is O (water), O (water), O (water). The product is C(#N)CCCC1=NC=CC(=C1)CN(C)C (2-(3-cyanopropyl)-4-dimethylaminomethylpyridine). The yield is 36.9%. RXN SMILES: S(OOS([O-])(=O)=O)([O-])(=O)=O.[NH4+].[NH4+].[C:13]([CH2:15][CH2:16][CH2:17][C:18](O)=O)#[N:14].[CH3:21][N:22]([CH2:24][C:25]1[CH:30]=C[N:28]=[CH:27][CH:26]=1)[CH3:23].S(=O)(=O)(O)O.N>O.[N+]([O-])([O-])=O.[Ag+]>[C:13]([CH2:15][CH2:16][CH2:17][C:18]1[CH:30]=[C:25]([CH2:24][N:22]([CH3:23])[CH3:21])[CH:26]=[CH:27][N:28]=1)#[N:14] |f:0.1.2,8.9|. Reported procedure: Ammonium persulphate (54.8 g) in water (150 ml) and 4-cyanobutyric acid (68 g) in water (300 ml) were added separately and simultaneously over 30 minutes to a mixture of 4-dimethylaminomethylpyridine (16.32 g), silver nitrate (4 g), water (200 ml) and concentrated sulphuric acid (25 ml) stirred at 80°. The reaction mixture was stirred at 80° for 1.5 hours, cooled, poured onto crushed ice (400 g) and aqueous ammonia (28% w/w, 200 ml). The solution was extracted with chloroform (900 ml) and the ch... The reactants are C[Mg]Cl (Methyl magnesium chloride), FC1=C(C=C(C=O)C=C1)OC (4-fluoro-3-methoxybenzaldehyde), [Cl-].[NH4+] (ammonium chloride), C(C)(=O)OCC (ethyl acetate). Solvent: C1CCOC1 (THF). Run at time 2 hour. Yields the product FC1=C(C=C(C=C1)C(C)O)OC (1-(4-fluoro-3-methoxyphenyl)ethanol). As a reaction SMILES: C[Mg]Cl.[F:4][C:5]1[CH:12]=[CH:11][C:8]([CH:9]=[O:10])=[CH:7][C:6]=1[O:13][CH3:14].[Cl-].[NH4+].[C:17](OCC)(=O)C>C1COCC1>[F:4][C:5]1[CH:12]=[CH:11][C:8]([CH:9]([OH:10])[CH3:17])=[CH:7][C:6]=1[O:13][CH3:14] |f:2.3|. Procedure: Methyl magnesium chloride (3 M tetrahydrofuran solution, 7.8 mL) was added to a solution of 4-fluoro-3-methoxybenzaldehyde (3 g) in THF (200 mL) while cooling with ice, and the reaction solution was stirred for 2 hours while cooling with ice. A saturated aqueous solution of ammonium chloride and ethyl acetate were added to the reaction solution and the organic layer was partitioned. The resulting organic layer was dried over magnesium sulfate, and the solvent was evaporated under reduced pressur... Reactants: BrC1=CC(=C(C=C1)NC(C=NO)=O)OC (N-(4-bromo-2-methoxyphenyl)-2-(hydroxyimino)acetamide), OS(=O)(=O)O (H2SO4). Run at temperature 90 celsius, time 10 minute. Product: BrC=1C=C2C(C(NC2=C(C1)OC)=O)=O (5-Bromo-7-methoxyindoline-2,3-dione). Yield: 70.0%. As a reaction SMILES: [Br:1][C:2]1[CH:7]=[CH:6][C:5]([NH:8][C:9](=[O:13])[CH:10]=NO)=[C:4]([O:14][CH3:15])[CH:3]=1.[OH:16]S(O)(=O)=O>>[Br:1][C:2]1[CH:7]=[C:6]2[C:5](=[C:4]([O:14][CH3:15])[CH:3]=1)[NH:8][C:9](=[O:13])[C:10]2=[O:16]. Reported procedure: To concentrated H2SO4 (30 ml) at 65° C. was added N-(4-bromo-2-methoxyphenyl)-2-(hydroxyimino)acetamide (5.55 g, 20 mmol) portionwise. The mixture was heated at 90° C. for 1.5 h. The mixture was cooled to room temperature, poured onto ice, and stirred for 10 min. The solid was collected by filtration, washed with water, and air dried to afford 5-Bromo-7-methoxyindoline-2,3-dione (3.6 g, crude, 70% yield). This material was used without further purification. 1H NMR (400 MHz, DMSO-d6): δH 7.93 (s,... RXN SMILES: [C:18](=[O:19])([O-:20])[O-:21].[CH2:1]([CH2:2][CH3:3])[NH:4][CH2:5][c:6]1[cH:7][c:8]([OH:12])[cH:9][cH:10][cH:11]1.[CH3:24][CH2:25][O:26][C:27](=[O:28])[CH3:29].[CH3:30][S:31](=[O:32])[CH3:33].[Cl:13][CH:14]=[CH:15][CH2:16][Cl:17].[K+:22].[K+:23]>>[CH2:1]([CH2:2][CH3:3])[N:4]([CH2:5][c:6]1[cH:7][c:8]([OH:12])[cH:9][cH:10][cH:11]1)[CH2:16][CH:15]=[CH:14][Cl:13]. Starting materials: O=C([O-])[O-], CCCNCc1cccc(O)c1, CCOC(C)=O, CS(C)=O, ClC=CCCl, [K+], [K+]. Product: CCCN(CC=CCl)Cc1cccc(O)c1. Starting materials: ClC1=C(C(=CC(=C1)C(=O)OC)Cl)N1NC(=CC1=O)NC(C1=CC=CC=C1)=O (1-(2,6 -Dichloro-4-methoxycarbonylphenyl)-3-benzamido-5-pyrazolone), C(CCCCCCCCCCCCC)O (1-tetradecanol). Reagents/catalysts: CCCC[O-].CCCC[O-].CCCC[O-].CCCC[O-].[Ti+4] (butyl titanate). Yields the product ClC1=C(C(=CC(=C1)C(=O)OCCCCCCCCCCCCCC)Cl)N1NC(=CC1=O)NC(C1=CC=CC=C1)=O (1-(2,6 -dichloro-4-n-tetradecyloxycarbonylphenyl)-3-benzamido-5-pyrazolone). Reaction SMILES: [Cl:1][C:2]1[CH:7]=[C:6]([C:8]([O:10][CH3:11])=[O:9])[CH:5]=[C:4]([Cl:12])[C:3]=1[N:13]1[C:17](=[O:18])[CH:16]=[C:15]([NH:19][C:20](=[O:27])[C:21]2[CH:26]=[CH:25][CH:24]=[CH:23][CH:22]=2)[NH:14]1.[CH2:28](O)[CH2:29][CH2:30][CH2:31][CH2:32][CH2:33][CH2:34][CH2:35][CH2:36][CH2:37][CH2:38][CH2:39][CH2:40]C>CCCC[O-].CCCC[O-].CCCC[O-].CCCC[O-].[Ti+4]>[Cl:1][C:2]1[CH:7]=[C:6]([C:8]([O:10][CH2:11][CH2:40][CH2:39][CH2:38][CH2:37][CH2:36][CH2:35][CH2:34][CH2:33][CH2:32][CH2:31][CH2:30][CH2:29][CH3:28])=[O:9])[CH:5]=[C:4]([Cl:12])[C:3]=1[N:13]1[C:17](=[O:18])[CH:16]=[C:15]([NH:19][C:20](=[O:27])[C:21]2[CH:26]=[CH:25][CH:24]=[CH:23][CH:22]=2)[NH:14]1 |f:2.3.4.5.6|. Procedure details: 1-(2,6 -Dichloro-4-methoxycarbonylphenyl)-3-benzamido-5-pyrazolone prepared by the method as described in step (1) was reacted with 1-tetradecanol in the presence of butyl titanate as catalyst in a manner similar to Synthesis Example 1 to obtain the desired coupler, 1-(2,6 -dichloro-4-n-tetradecyloxycarbonylphenyl)-3-benzamido-5-pyrazolone as colorless crystals. The melting point of the product as 146°-147°C.